describe an organic reaction: reactants, conditions, products, and yield From a dataset of the Open Reaction Database (ORD), a public repository of structured organic reaction records. The reactants are FC1=CC=C(C=C1)COC1=C(C(=O)NC=2C=NC=CC2)C=C(C=C1)C=O (2-{[(4-fluorophenyl)methyl]oxy}-5-formyl-N-3-pyridinylbenzamide), [Mn](=O)(=O)(=O)[O-].[K+] (potassium permanganate). Run in CC(=O)C (acetone), O (water). Conditions: time 8 hour. The product is FC1=CC=C(C=C1)COC1=C(C=C(C(=O)O)C=C1)C(=O)NC=1C=NC=CC1 (4-{[(4-Fluorophenyl)methyl]oxy}-3-[(3-pyridinylamino)carbonyl]benzoic acid). Reaction SMILES: [F:1][C:2]1[CH:7]=[CH:6][C:5]([CH2:8][O:9][C:10]2[CH:24]=[CH:23][C:22]([CH:25]=[O:26])=[CH:21][C:11]=2[C:12]([NH:14][C:15]2[CH:16]=[N:17][CH:18]=[CH:19][CH:20]=2)=[O:13])=[CH:4][CH:3]=1.[Mn]([O-])(=O)(=O)=[O:28].[K+]>CC(C)=O.O>[F:1][C:2]1[CH:7]=[CH:6][C:5]([CH2:8][O:9][C:10]2[CH:24]=[CH:23][C:22]([C:25]([OH:28])=[O:26])=[CH:21][C:11]=2[C:12]([NH:14][C:15]2[CH:16]=[N:17][CH:18]=[CH:19][CH:20]=2)=[O:13])=[CH:4][CH:3]=1 |f:1.2|. Procedure details: To a solution of 2-{[(4-fluorophenyl)methyl]oxy}-5-formyl-N-3-pyridinylbenzamide (may be prepared as described in Example 82; 100 mg, 0.29 mmol) in acetone (10 ml) was added potassium permanganate (67.7 mg, 0.43 mmol) as a solution in 10 ml of water. The mixture was stirred at room temperature overnight. The mixture was quenched by adding 10 ml of 5% sodium sulfite solution. The solution was filtered through celite and mixed with 1 ml of acetic acid. The mixture was evaporated to a third volume,... The reactants are Cl (hydrochloric acid), BrC1=C(C=C(C(=C1)Cl)C=O)O (2-bromo-4-chloro-5-formylphenol), [OH-].[Na+] (sodium hydroxide), OO (hydrogen peroxide). Run at time 18 hour. Yields the product BrC1(C(O)C=CC(=C1)Cl)O (2-bromo-4-chlorocatechol). Reaction SMILES: [Br:1][C:2]1[CH:7]=[C:6]([Cl:8])[C:5](C=O)=[CH:4][C:3]=1[OH:11].[OH-:12].[Na+].OO.Cl>>[Br:1][C:2]1([OH:12])[CH:7]=[C:6]([Cl:8])[CH:5]=[CH:4][CH:3]1[OH:11] |f:1.2|. Reported procedure: A stirred solution of 25.0 grams (0.106 mole) of 2-bromo-4-chloro-5-formylphenol in 106 mL (0.106 mole) of aqueous 1N sodium hydroxide was warmed to about 50° C., and 150 mL (0.133 mole) of aqueous 3% hydrogen peroxide was added dropwise. Upon completion of addition, the reaction mixture was allowed to cool to ambient temperature as it stirred for about 18 hours. After this time, the reaction mixture was made acidic with aqueous 6N hydrochloric acid. The mixture was then filtered to collect a so... The reactants are CC(=O)O, O=C1C=C(O)C(=Cc2ccc(Cl)cc2)N1, O=N[O-], [Na+]. Product: O=C1NC(=Cc2ccc(Cl)cc2)C(=O)C1=NO. As a reaction SMILES: [CH3:20][C:21](=[O:22])[OH:23].[Cl:5][c:6]1[cH:7][cH:8][c:9]([CH:10]=[C:11]2[C:12]([OH:17])=[CH:13][C:14](=[O:16])[NH:15]2)[cH:18][cH:19]1.[N:1](=[O:2])[O-:3].[Na+:4]>>[N:1]([OH:3])=[C:13]1[C:12](=[O:17])[C:11](=[CH:10][c:9]2[cH:8][cH:7][c:6]([Cl:5])[cH:19][cH:18]2)[NH:15][C:14]1=[O:16]. The reactants are [H-].[Na+] (sodium hydride), C(C)(C)(C)C=1C=C(C=C2SC3=C(NC2=O)C=CC=C3)C=C(C1O)C(C)(C)C (2-(3, 5-di-tert.-butyl-4-hydroxybenzylidene)-3,4-dihydro-3-oxo-2H-1,4-benzothiazine), ClCS(=O)(=O)[O-].[K+] (potassium (chloro)methanesulfonate), Cl (hydrochloric acid). Solvent: CC(=O)C (dimethylformaldehyde), CC(=O)C (dimethylformaldehyde). Conditions: time 40 minute. Product: C(C)(C)(C)C=1C=C(C=C2SC3=C(N(C2=O)CS(=O)(=O)O)C=CC=C3)C=C(C1O)C(C)(C)C (2-(3,5-Di-tert.-butyl-4-hydroxybenzylidene)-3,4-dihydro-3-oxo-4-sulfomethyl-2H-1,4-benzothiazine). RXN SMILES: [H-].[Na+].[C:3]([C:7]1[CH:8]=[C:9]([CH:22]=[C:23]([C:26]([CH3:29])([CH3:28])[CH3:27])[C:24]=1[OH:25])[CH:10]=[C:11]1[C:16](=[O:17])[NH:15][C:14]2[CH:18]=[CH:19][CH:20]=[CH:21][C:13]=2[S:12]1)([CH3:6])([CH3:5])[CH3:4].Cl[CH2:31][S:32]([O-:35])(=[O:34])=[O:33].[K+].Cl>CC(C)=O>[C:3]([C:7]1[CH:8]=[C:9]([CH:22]=[C:23]([C:26]([CH3:29])([CH3:28])[CH3:27])[C:24]=1[OH:25])[CH:10]=[C:11]1[C:16](=[O:17])[N:15]([CH2:31][S:32]([OH:35])(=[O:34])=[O:33])[C:14]2[CH:18]=[CH:19][CH:20]=[CH:21][C:13]=2[S:12]1)([CH3:6])([CH3:5])[CH3:4] |f:0.1,3.4|. Procedure: To a suspension of sodium hydride (60% suspension in paraffin liquid, 0.042 g) in dimethylformaldehyde (1 ml), 2-(3, 5-di-tert.-butyl-4-hydroxybenzylidene)-3,4-dihydro-3-oxo-2H-1,4-benzothiazine (0.20 g) dissolved in dimethylformalhyde (2 ml) was added, dropwise, under ice-cooling and a nitrogen atmosphere. The mixture was stirred for 40 minutes at room temperature. To the mixture, potassium (chloro)methanesulfonate (0,096 g) dissolved in dimethylformaldehyde (2 ml) was added, dropwise, and the ... The reactants are Cl (hydrogen chloride), ClC1=C(CNOCC(C(=O)O)(C)C)C=CC=C1 (2-(2-chlorobenzylaminooxymethyl)-2-methylpropanoic acid), C(C)O (ethanol). Conditions: time 8 hour. The product is Cl.ClC1=C(CNOCC(C(=O)OCC)(C)C)C=CC=C1 (ethyl 2-(2-chlorobenzylaminooxymethyl)-2-methylpropanoate hydrochloride). As a reaction SMILES: Cl.[Cl:2][C:3]1[CH:18]=[CH:17][CH:16]=[CH:15][C:4]=1[CH2:5][NH:6][O:7][CH2:8][C:9]([CH3:14])([CH3:13])[C:10]([OH:12])=[O:11].[CH2:19](O)[CH3:20]>>[ClH:2].[Cl:2][C:3]1[CH:18]=[CH:17][CH:16]=[CH:15][C:4]=1[CH2:5][NH:6][O:7][CH2:8][C:9]([CH3:14])([CH3:13])[C:10]([O:12][CH2:19][CH3:20])=[O:11] |f:3.4|. Procedure details: Dry hydrogen chloride gas was passed through a stirred solution of 2-(2-chlorobenzylaminooxymethyl)-2-methylpropanoic acid (2.0 grams; 0.01 mole) in absolute ethanol (100 mL) at ambient temperature for two minutes. The reaction mixture was stirred overnight under a nitrogen atmosphere. The reaction mixture was concentrated under reduced pressure. The residue was purified by passing it through a silica gel column, eluting first with methylene chloride (200 mL) and then with 95:5 methylene chlorid... Reactants: C(CCC)C=1NC2=CC=C(C=C2C(N1)=O)I (2-butyl-6-iodo-4(1H)-quinazolinone), tetrakis (triphenylphosphine)palladium, C(CCC)[Sn](C=C)(CCCC)CCCC (tri-n-butyl vinyltin). Reagents/catalysts: C(C)(C)(C)C1=C(C(=CC(=C1)C)C(C)(C)C)O (2,6-di-t- butyl-4-methylphenol). Run in C1(=CC=CC=C1)C (toluene), CN(C=O)C (N,N-dimethylformamide). Product: C(CCC)C=1NC2=CC=C(C=C2C(N1)=O)C=C (2-Butyl-6-ethenyl-4(1H)-quinazolinone). Isolated yield 53.3%. RXN SMILES: [CH2:1]([C:5]1[NH:6][C:7]2[C:12]([C:13](=[O:15])[N:14]=1)=[CH:11][C:10](I)=[CH:9][CH:8]=2)[CH2:2][CH2:3][CH3:4].[CH2:17]([Sn](CCCC)(CCCC)C=C)[CH2:18]CC>C1(C)C=CC=CC=1.CN(C)C=O.C(C1C=C(C)C=C(C(C)(C)C)C=1O)(C)(C)C>[CH2:1]([C:5]1[NH:6][C:7]2[C:12]([C:13](=[O:15])[N:14]=1)=[CH:11][C:10]([CH:17]=[CH2:18])=[CH:9][CH:8]=2)[CH2:2][CH2:3][CH3:4]. Reported procedure: A mixture of 12.28 g of 2-butyl-6-iodo-4(1H)-quinazolinone 0.866 g of tetrakis (triphenylphosphine)palladium, 0.015 g of 2,6-di-t- butyl-4-methylphenol in 75 ml of toluene and 20 ml of N,N-dimethylformamide is treated with 13.06 g of tri-n-butyl vinyltin followed by heating at reflux for 4 hours. The reaction mixture is cooled and concentrated in vacuo. The residue is diluted with hexanes and filtered. The filter cake is washed with hexanes and the remaining tacky solid dissolved in 100 ml of ch... Starting materials: C(=O)(O)[O-].[Na+] (NaHCO3), S(=O)(=O)([O-])[O-].[Mg+2] (Magnesium sulfate), Cl (hydrochloride), C1(=CC(=C2C=CC=CC=C12)C=O)C=O (1,3-Azulenedicarboxaldehyde). Solvent: C(Cl)(Cl)Cl (CHCl3), N1=CC=CC=C1 (pyridine). Conditions: temperature 95 celsius. Product: C1=CC=C2C=CC=CC=C12 (azulene). Yield: 225.1%. Reaction SMILES: [C:1]1(C=O)[C:10]2[C:4]([CH:5]=[CH:6][CH:7]=[CH:8][CH:9]=2)=[C:3](C=O)[CH:2]=1.S([O-])([O-])(=O)=O.[Mg+2].Cl.C([O-])(O)=O.[Na+]>N1C=CC=CC=1.C(Cl)(Cl)Cl>[CH:1]1[C:10]2[C:4]([CH:5]=[CH:6][CH:7]=[CH:8][CH:9]=2)=[CH:3][CH:2]=1 |f:1.2,4.5|. Reported procedure: 1,3-Azulenedicarboxaldehyde (600 mg) is dissolved in 6.5 ml of pyridine. Magnesium sulfate (1200 mg) and N-tert-butylhydroxylammne hydrochloride (1638 mg,) is added to the solution,. The mixture is heated wit stirring to 95° C. under nitrogen and is stirred for 13 hours. Upon cooling to rt, the reaction mixture is poured into a separator flinnel containing 60 ml of CHCl3 and 60 ml of sat aq. NaHCO3. The aqueous layer is separated and washed with three 30 ml portions of CHCl3. The combined organc... Reactants: O=Cc1ccc(Br)c([N+](=O)[O-])c1, O=C([O-])O, CO, CCOC(C)=O, Cl, NO, [Na+], c1ccncc1. Product: O=[N+]([O-])c1cc(C=NO)ccc1Br. As a reaction SMILES: [Br:1][c:2]1[c:3]([N+:10](=[O:11])[O-:12])[cH:4][c:5]([CH:6]=[O:7])[cH:8][cH:9]1.[C:30](=[O:31])([O-:32])[OH:33].[CH3:22][OH:23].[CH3:24][CH2:25][O:26][C:27](=[O:28])[CH3:29].[ClH:19].[NH2:20][OH:21].[Na+:34].[cH:13]1[cH:14][cH:15][n:16][cH:17][cH:18]1>>[Br:1][c:2]1[c:3]([N+:10](=[O:11])[O-:12])[cH:4][c:5]([CH:6]=[N:20][OH:21])[cH:8][cH:9]1. Starting materials: CSCON=C(C(=O)NC1[C@@H]2N(C(=C(CS2)C[N+]2=CC=CC=C2)C(=O)[O-])C1=O)C1=NC=CC(=N1)NC=O (7-[2-methylthiomethoxyimino-2-(4-formamidopyrimidin-2-yl)acetamido]-3-(1-pyridiniomethyl)-3-cephem-4-carboxylate), Cl (hydrochloric acid), C([O-])(O)=O.[Na+] (sodium bicarbonate). The solvent is CO (methanol). Conditions: time 1.5 hour. The product is CSCON=C(C(=O)NC1[C@@H]2N(C(=C(CS2)C[N+]2=CC=CC=C2)C(=O)[O-])C1=O)C1=NC=CC(=N1)N (7-[2-methylthiomethoxyimino-2-(4-aminopyrimidin-2-yl)acetamido]-3-(1-pyridiniomethyl)-3-cephem-4-carboxylate). Isolated yield 62.7%. Reaction SMILES: [CH3:1][S:2][CH2:3][O:4][N:5]=[C:6]([C:29]1[N:34]=[C:33]([NH:35]C=O)[CH:32]=[CH:31][N:30]=1)[C:7]([NH:9][CH:10]1[C:27](=[O:28])[N:12]2[C:13]([C:24]([O-:26])=[O:25])=[C:14]([CH2:17][N+:18]3[CH:23]=[CH:22][CH:21]=[CH:20][CH:19]=3)[CH2:15][S:16][C@H:11]12)=[O:8].Cl.C(=O)(O)[O-].[Na+]>CO>[CH3:1][S:2][CH2:3][O:4][N:5]=[C:6]([C:29]1[N:34]=[C:33]([NH2:35])[CH:32]=[CH:31][N:30]=1)[C:7]([NH:9][CH:10]1[C:27](=[O:28])[N:12]2[C:13]([C:24]([O-:26])=[O:25])=[C:14]([CH2:17][N+:18]3[CH:23]=[CH:22][CH:21]=[CH:20][CH:19]=3)[CH2:15][S:16][C@H:11]12)=[O:8] |f:2.3|. Reported procedure: A mixture of 7-[2-methylthiomethoxyimino-2-(4-formamidopyrimidin-2-yl)acetamido]-3-(1-pyridiniomethyl)-3-cephem-4-carboxylate (syn isomer) (1.9 g) and concentrated hydrochloric acid (0.7 ml) in methanol (19 ml) was stirred for 1.5 hours at room temperature. The mixture was adjusted to pH 4 with aqueous sodium bicarbonate and evaporated under reduced pressure. The residue was dissolved in water (200 ml) and subjected to column chromatography on a non ionic adsorption resin "HP-20" (300 ml). After...